This data is from the Open Reaction Database (ORD), a public repository of structured organic reaction records. The task is: describe an organic reaction: reactants, conditions, products, and yield Starting materials: C(C)(C)N=C=O (isopropyl isocyanate), NC(CN1C(=NC=2C(=NC=3C=CC=NC3C21)N)COCC)(C)C (1-(2-amino-2-methylpropyl)-2-ethoxymethyl-1H-imidazo[4,5-c][1,5]naphthyridin-4-amine). The solvent is ClCCl (dichloromethane). The product is NC1=NC=2C=CC=NC2C2=C1N=C(N2CC(C)(C)NC(=O)NC(C)C)COCC (1-[2-(4-amino-2-ethoxymethyl-1H-imidazo[4,5-c][1,5]naphthyridin-1-yl)-1,1-dimethylethyl]-3-(1-methylethyl)urea). Yield: 83.7%. As a reaction SMILES: [CH:1]([N:4]=[C:5]=[O:6])([CH3:3])[CH3:2].[NH2:7][C:8]([CH3:29])([CH3:28])[CH2:9][N:10]1[C:22]2[C:21]3[N:20]=[CH:19][CH:18]=[CH:17][C:16]=3[N:15]=[C:14]([NH2:23])[C:13]=2[N:12]=[C:11]1[CH2:24][O:25][CH2:26][CH3:27]>ClCCl>[NH2:23][C:14]1[C:13]2[N:12]=[C:11]([CH2:24][O:25][CH2:26][CH3:27])[N:10]([CH2:9][C:8]([NH:7][C:5]([NH:4][CH:1]([CH3:3])[CH3:2])=[O:6])([CH3:28])[CH3:29])[C:22]=2[C:21]2[N:20]=[CH:19][CH:18]=[CH:17][C:16]=2[N:15]=1. Reported procedure: Under a nitrogen atmosphere, isopropyl isocyanate (206 μL, 2.10 mmol) was added to a chilled (0° C.) solution of 1-(2-amino-2-methylpropyl)-2-ethoxymethyl-1H-imidazo[4,5-c][1,5]naphthyridin-4-amine (628 mg, 2.00 mmol) in dichloromethane (20 mL). The reaction mixture was allowed to warm slowly to ambient temperature overnight. The resulting precipitate was isolated by filtration and then dried under vacuum at 70° C. to provide 669 mg of 1-[2-(4-amino-2-ethoxymethyl-1H-imidazo[4,5-c][1,5]naphthyri...